Dataset: the Open Reaction Database (ORD), a public repository of structured organic reaction records. Task: describe an organic reaction: reactants, conditions, products, and yield The reactants are COC(C[C@@H]1COC2=C1C=CC(=C2)O[C@@H]2CCC1=C(C=CC(=C21)F)C=2C(=NC=CC2)Br)=O ({(S)-6-[(R)-4-(2-bromo-pyridin-3-yl)-7-fluoro-indan-1-yloxy]-2,3-dihydro-benzofuran-3-yl}-acetic acid methyl ester), CC1=C(C(=CC=C1)C)B(O)O (2,6-dimethyl-phenylboronic acid), BrC1=C2CC[C@H](C2=C(C=C1)F)OC1=CC2=C([C@@H](CO2)CC(=O)OC)C=C1 (Methyl 2-((S)-6-((R)-4-bromo-7-fluoro-2,3-dihydro-1H-inden-1-yloxy)-2,3-dihydrobenzofuran-3-yl)acetate). Yields the product COC(C[C@@H]1COC2=C1C=CC(=C2)O[C@@H]2CCC1=C(C=CC(=C21)F)C=2C(=NC=CC2)C2=C(C=CC=C2C)C)=O ({(S)-6-[(R)-7-Fluoro-4-(2-(2,6-dimethyl-phenyl)-pyridin-3-yl)-indan-1-yloxy]-2,3-dihydro-benzofuran-3-yl}-acetic acid methyl ester). Reaction SMILES: [CH3:1][O:2][C:3](=[O:32])[CH2:4][C@H:5]1[C:9]2[CH:10]=[CH:11][C:12]([O:14][C@H:15]3[C:23]4[C:18](=[C:19]([C:25]5[C:26](Br)=[N:27][CH:28]=[CH:29][CH:30]=5)[CH:20]=[CH:21][C:22]=4[F:24])[CH2:17][CH2:16]3)=[CH:13][C:8]=2[O:7][CH2:6]1.[CH3:33][C:34]1[CH:39]=[CH:38][CH:37]=[C:36]([CH3:40])[C:35]=1B(O)O.BrC1C=CC(F)=C2C=1CC[C@H]2OC1C=CC2[C@H](CC(OC)=O)COC=2C=1>>[CH3:1][O:2][C:3](=[O:32])[CH2:4][C@H:5]1[C:9]2[CH:10]=[CH:11][C:12]([O:14][C@H:15]3[C:23]4[C:18](=[C:19]([C:25]5[C:26]([C:35]6[C:36]([CH3:40])=[CH:37][CH:38]=[CH:39][C:34]=6[CH3:33])=[N:27][CH:28]=[CH:29][CH:30]=5)[CH:20]=[CH:21][C:22]=4[F:24])[CH2:17][CH2:16]3)=[CH:13][C:8]=2[O:7][CH2:6]1. Procedure details: The title compound is prepared from {(S)-6-[(R)-4-(2-bromo-pyridin-3-yl)-7-fluoro-indan-1-yloxy]-2,3-dihydro-benzofuran-3-yl}-acetic acid methyl ester and 2,6-dimethyl-phenylboronic acid following a procedure analogous to that described in Step 5 of Intermediate 1. Reactants: CN(C)C=O, ClCc1ccc(Cl)cc1, [H-], [Na+], CCOC(=O)CC(C)(C)Cc1nc2ccccc2[nH]1. The product is CCOC(=O)CC(C)(C)Cc1nc2ccccc2n1Cc1ccc(Cl)cc1. Reaction SMILES: [CH3:31][N:32]([CH3:33])[CH:34]=[O:35].[Cl:22][c:23]1[cH:24][cH:25][c:26]([CH2:27][Cl:28])[cH:29][cH:30]1.[H-:20].[Na+:21].[n:1]1[c:2]([CH2:10][C:11]([CH2:12][C:13](=[O:14])[O:15][CH2:16][CH3:17])([CH3:18])[CH3:19])[nH:3][c:4]2[c:5]1[cH:6][cH:7][cH:8][cH:9]2>>[n:1]1([CH2:27][c:26]2[cH:25][cH:24][c:23]([Cl:22])[cH:30][cH:29]2)[c:2]([CH2:10][C:11]([CH2:12][C:13](=[O:14])[O:15][CH2:16][CH3:17])([CH3:18])[CH3:19])[n:3][c:4]2[c:5]1[cH:6][cH:7][cH:8][cH:9]2.